From a dataset of the Open Reaction Database (ORD), a public repository of structured organic reaction records. describe an organic reaction: reactants, conditions, products, and yield As a reaction SMILES: [CH3:1][O:2][N:3]=[C:4]1[C:12]2[CH:11]=[CH:10][N:9]=N[C:7]=2[O:6][CH2:5]1.O1C2=CN=CC=C2C(=O)[CH2:14]1>>[CH3:1][O:2][N:3]=[C:4]1[C:12]2[C:7](=[CH:14][N:9]=[CH:10][CH:11]=2)[O:6][CH2:5]1. The product is CON=C1COC2=CN=CC=C21 (furo[2,3-c]pyridin-3(2H)-one O-methyl oxime). Starting materials: CON=C1COC=2N=NC=CC21 (furo[2,3-c]pyridazin-5(6H)-one O-methyl oxime), O1CC(C=2C1=CN=CC2)=O (furo[2,3-c]pyridin-3(2H)-one). Reported procedure: This compound was prepared using a method analogous to that of furo[2,3-c]pyridazin-5(6H)-one O-methyl oxime (A.2.3.3), furo[2,3-c]pyridin-3(2H)-one replacing furo[2,3-c]pyridazin-5(6H)-one. Purification by CC (KP-SIL™ from Biotage) using Hept/EtOAc (1/1) gives the desired product as brown solid; The reactants are N([C@@H](CO)C(=O)N[C@@H]([C@H](O)C)C(=O)OCC1=CC=CC=C1)C(=O)OC(C)(C)C (BOC-Ser-Thr-OBzl), FC(C(=O)O)(F)F (trifluoroacetic acid). Run at time 1 hour. The product is N[C@@H](CO)C(=O)N[C@@H]([C@H](O)C)C(=O)OCC1=CC=CC=C1.FC(F)(F)C(=O)O (H-Ser-Thr-OBzl.TFA). Reaction SMILES: [NH:1](C(OC(C)(C)C)=O)[C@H:2]([C:5]([NH:7][C@H:8]([C:12]([O:14][CH2:15][C:16]1[CH:21]=[CH:20][CH:19]=[CH:18][CH:17]=1)=[O:13])[C@@H:9]([CH3:11])[OH:10])=[O:6])[CH2:3][OH:4].[F:29][C:30]([F:35])([F:34])[C:31]([OH:33])=[O:32]>>[NH2:1][C@H:2]([C:5]([NH:7][C@H:8]([C:12]([O:14][CH2:15][C:16]1[CH:17]=[CH:18][CH:19]=[CH:20][CH:21]=1)=[O:13])[C@@H:9]([CH3:11])[OH:10])=[O:6])[CH2:3][OH:4].[F:29][C:30]([C:31]([OH:33])=[O:32])([F:35])[F:34] |f:2.3|. Reported procedure: 65.7 g of BOC-Ser-Thr-OBzl are dissolved in 100 ml of 90% strength trifluoroacetic acid and the solution is left for one hour at 20° C. It is then added dropwise to 1000 ml of dry either whilst stirring and the mixture is stirred for one hour and left to stand overnight at -10° C. The resulting precipitate is filtered off and washed three times with dry ether and dried in vacuo over sodium hydroxide; melting point 128°-129° C.; Rf7 = 0.65; Rf4 = 0.50 (on silica gel). Yields the product C(C(C)C)=NC(C1=CC=CC=C1)C1=CC=CC=C1 (isobutylidenebenzhydrylamine). The reactants are C(C(C)C)=O (isobutyraldehyde), C(C1=CC=CC=C1)(C1=CC=CC=C1)N (benzhydrylamine), C1=CC=CC=C1 (benzene). Procedure details: 14.4 parts of isobutyraldehyde was added to 36.6 parts of benzhydrylamine in 100 parts of dry benzene at room temperature with stirring. The cloudy mixture was heated to reflux with water-separation for 4 hours. On cooling the solution was filtered to remove a small amount of solid and evaporated to give isobutylidenebenzhydrylamine. The solvent is O (water). RXN SMILES: [CH:1](=O)[CH:2]([CH3:4])[CH3:3].[CH:6]([NH2:19])([C:13]1[CH:18]=[CH:17][CH:16]=[CH:15][CH:14]=1)[C:7]1[CH:12]=[CH:11][CH:10]=[CH:9][CH:8]=1.C1C=CC=CC=1>O>[CH:1](=[N:19][CH:6]([C:7]1[CH:12]=[CH:11][CH:10]=[CH:9][CH:8]=1)[C:13]1[CH:18]=[CH:17][CH:16]=[CH:15][CH:14]=1)[CH:2]([CH3:4])[CH3:3].